Dataset: the Open Reaction Database (ORD), a public repository of structured organic reaction records. Task: describe an organic reaction: reactants, conditions, products, and yield The reactants are Brc1nc2ccccc2s1, CCOC1CNCCC1NC(=O)c1nc(Cl)c(CC)[nH]1, Cl, [Na+], [Na+], O=C([O-])[O-], CN(C)C=O. Product: CCOC1CN(c2nc3ccccc3s2)CCC1NC(=O)c1nc(Cl)c(CC)[nH]1. As a reaction SMILES: [Br:22][c:23]1[s:24][c:25]2[c:26]([n:27]1)[cH:28][cH:29][cH:30][cH:31]2.[Cl:2][c:3]1[n:4][c:5]([C:10](=[O:11])[NH:12][CH:13]2[CH:14]([O:19][CH2:20][CH3:21])[CH2:15][NH:16][CH2:17][CH2:18]2)[nH:6][c:7]1[CH2:8][CH3:9].[ClH:1].[Na+:32].[Na+:33].[O-:34][C:35](=[O:36])[O-:37].[O:38]=[CH:39][N:40]([CH3:41])[CH3:42]>>[Cl:2][c:3]1[n:4][c:5]([C:10](=[O:11])[NH:12][CH:13]2[CH:14]([O:19][CH2:20][CH3:21])[CH2:15][N:16]([c:23]3[s:24][c:25]4[c:26]([n:27]3)[cH:28][cH:29][cH:30][cH:31]4)[CH2:17][CH2:18]2)[nH:6][c:7]1[CH2:8][CH3:9]. Starting materials: C1N(CC2C1CNC2)C2=NC1=CC=CC=C1N=C2 (2-(Hexahydro-pyrrolo[3,4-c]pyrrol-2-yl)-quinoxaline), N=1N=C(NC1)C1=C(C(=O)O)C=CC=C1 (2-(4H-[1,2,4]triazol-3-yl)-benzoic acid). The product is N=1N=C(NC1)C1=C(C=CC=C1)C(=O)N1CC2C(C1)CN(C2)C2=NC1=CC=CC=C1N=C2 (2-[5-{[2-(4H-1,2,4-Triazol-3-yl)phenyl]carbonyl}hexahydropyrrolo[3,4-c]pyrrol-2(1H)-yl]quinoxaline). As a reaction SMILES: [CH2:1]1[CH:5]2[CH2:6][NH:7][CH2:8][CH:4]2[CH2:3][N:2]1[C:9]1[CH:18]=[N:17][C:16]2[C:11](=[CH:12][CH:13]=[CH:14][CH:15]=2)[N:10]=1.[N:19]1[N:20]=[C:21]([C:24]2[CH:32]=[CH:31][CH:30]=[CH:29][C:25]=2[C:26](O)=[O:27])[NH:22][CH:23]=1>>[N:19]1[N:20]=[C:21]([C:24]2[CH:32]=[CH:31][CH:30]=[CH:29][C:25]=2[C:26]([N:7]2[CH2:6][CH:5]3[CH2:1][N:2]([C:9]4[CH:18]=[N:17][C:16]5[C:11](=[CH:12][CH:13]=[CH:14][CH:15]=5)[N:10]=4)[CH2:3][CH:4]3[CH2:8]2)=[O:27])[NH:22][CH:23]=1. Procedure details: The title compound was prepared in a manner analogous to Example 15 utilizing Intermediate 35 and 2-(4H-[1,2,4]triazol-3-yl)-benzoic acid. MS (ESI) mass calcd. for C23H21N7O, 411.47; m/z found, 412.2 [M+H]+. 1H NMR (CDCl3): 8.28 (s, 1H), 8.11 (d, J=8.1 Hz, 1H), 8.01 (br s, 1H), 7.89 (dd, J=8.2, 1.2 Hz, 1H), 7.69 (dd, J=8.4, 1.0 Hz, 1H), 7.59 (ddd, J=8.4, 7.0, 1.4 Hz, 1H), 7.55-7.43 (m, 2H), 7.42-7.33 (m, 2H), 3.89-4.00 (m, 2H), 3.82-3.72 (m, 2H), 3.71-3.64 (m, 1H), 3.55-3.42 (m, 2H), 3.20-2.98 (... Starting materials: CN(C)C=O (DMF), C(C)OC([C@@H]1N(C[C@H](C1)O)C(=O)OC(C)(C)C)=O (1-tert-butyloxycarbonyl-(2R,4S)-4-hydroxyproline ethyl ester), C(C)(C)(C)[Si](Cl)(C)C (tert-butyldimethylchlorosilane), N1C=NC=C1 (imidazole). The solvent is CCOCC (ether). Run at time 2 hour. Yields the product C(C)OC([C@@H]1N(C[C@H](C1)O[Si](C)(C)C(C)(C)C)C(=O)OC(C)(C)C)=O (1-tert-butyloxycarbonyl-(2R,4S)-4-(tert-butyldimethylsilyl-oxy)proline ethyl ester). The yield is 100.1%. RXN SMILES: CN(C=O)C.[CH2:6]([O:8][C:9](=[O:23])[C@H:10]1[CH2:14][C@H:13]([OH:15])[CH2:12][N:11]1[C:16]([O:18][C:19]([CH3:22])([CH3:21])[CH3:20])=[O:17])[CH3:7].[C:24]([Si:28]([CH3:31])([CH3:30])Cl)([CH3:27])([CH3:26])[CH3:25].N1C=CN=C1>CCOCC>[CH2:6]([O:8][C:9](=[O:23])[C@H:10]1[CH2:14][C@H:13]([O:15][Si:28]([C:24]([CH3:27])([CH3:26])[CH3:25])([CH3:31])[CH3:30])[CH2:12][N:11]1[C:16]([O:18][C:19]([CH3:22])([CH3:21])[CH3:20])=[O:17])[CH3:7]. Procedure details: 12.2 Under an argon atmosphere, 120 ml of DMF are added to 28.01 g of 1-tert-butyloxycarbonyl-(2R,4S)-4-hydroxyproline ethyl ester, 30.28 g of tert-butyldimethylchlorosilane and 16.41 g of imidazole. The mixture is stirred for a further 2 hours. MTB ether is added, and the mixture is subjected to conventional work-up. The residue is chromatographed on silica gel, giving 40.4 g of 1-tert-butyloxycarbonyl-(2R,4S)-4-(tert-butyldimethylsilyl-oxy)proline ethyl ester as an oil. Starting materials: C=1C=CC(=CC1)OC=2C(=CC(=CC2S(=O)(=O)N)C(=O)O)N3CCCC3 (piretanide), [OH-].C(C1=CC=CC=C1)[N+](C)(C)C (benzyltrimethylammonium hydroxide). Product: NS(=O)(=O)C=1C=C(C(=O)[O-])C=C(C1OC1=CC=CC=C1)N1CCCC1.C(C1=CC=CC=C1)[N+](C)(C)C (benzyltrimethylammonium 3-aminosulfonyl-4-phenoxy-5-(1-pyrrolidinyl)benzoate). Reaction SMILES: [CH:1]1[CH:2]=[CH:3][C:4]([O:7][C:8]2[C:9]([N:21]3[CH2:25][CH2:24][CH2:23][CH2:22]3)=[CH:10][C:11]([C:18]([OH:20])=[O:19])=[CH:12][C:13]=2[S:14]([NH2:17])(=[O:16])=[O:15])=[CH:5][CH:6]=1.[OH-].[CH2:27]([N+:34]([CH3:37])([CH3:36])[CH3:35])[C:28]1[CH:33]=[CH:32][CH:31]=[CH:30][CH:29]=1>>[NH2:17][S:14]([C:13]1[CH:12]=[C:11]([CH:10]=[C:9]([N:21]2[CH2:25][CH2:24][CH2:23][CH2:22]2)[C:8]=1[O:7][C:4]1[CH:5]=[CH:6][CH:1]=[CH:2][CH:3]=1)[C:18]([O-:20])=[O:19])(=[O:16])=[O:15].[CH2:27]([N+:34]([CH3:37])([CH3:36])[CH3:35])[C:28]1[CH:33]=[CH:32][CH:31]=[CH:30][CH:29]=1 |f:1.2,3.4|. Reported procedure: In a similar manner to Example 9, piretanide can be reacted with benzyltrimethylammonium hydroxide to yield benzyltrimethylammonium 3-aminosulfonyl-4-phenoxy-5-(1-pyrrolidinyl)benzoate. The reactants are O (Water), C(F)(F)(C(F)(F)C(F)(F)C(F)(F)F)S(=O)(=O)NCCC (C4F9SO2NHC3H7), [OH-].[Na+] (NaOH), O (water), O (water). Reaction conditions: temperature 98 celsius. Product: C(F)(F)(C(F)(F)C(F)(F)C(F)(F)F)S(=O)(=O)N(CCC)CC(O)CS(=O)(=O)O[Na] (C4F9SO2N(C3H7)CH2CH(OH)CH2SO3Na). Isolated yield 81.0%. Reaction SMILES: [C:1]([S:14]([NH:17][CH2:18][CH2:19][CH3:20])(=[O:16])=[O:15])([C:4]([C:7]([C:10]([F:13])([F:12])[F:11])([F:9])[F:8])([F:6])[F:5])([F:3])[F:2].[OH-:21].[Na+:22].[OH2:23]>>[C:1]([S:14]([N:17]([CH2:7][CH:4]([CH2:1][S:14]([O:16][Na:22])(=[O:15])=[O:23])[OH:21])[CH2:18][CH2:19][CH3:20])(=[O:15])=[O:16])([C:4]([C:7]([C:10]([F:13])([F:11])[F:12])([F:9])[F:8])([F:6])[F:5])([F:3])[F:2] |f:1.2|. Procedure: A 1 L 3-necked round bottom flask equipped with a mechanical stirrer, thermocouple, reflux condenser and heating mantle was charged with C4F9SO2NHC3H7 (93.6 g; 0.27 moles; as prepared above), NaOH (13.6 g; 0.35 moles; pellets) and water (90 mL) and heated at 98° C. for 45 minutes. Upon cooling to 76° C., CHPS (67.5 g; 0.34 moles) was added and the temperature was then increased to 100° C. and maintained for 18 hours. Water was then added (250 mL) and a viscous yellow liquid formed in the bottom ... The reactants are CN(C)CC#CC1=Cc2ccccc2Sc2ccc(Cl)cc21, ClC(Cl)Cl, O=C(OO)c1cccc(Cl)c1. Product: C[N+](C)([O-])CC#CC1=Cc2ccccc2Sc2ccc(Cl)cc21. Reaction SMILES: [CH3:1][N:2]([CH3:3])[CH2:4][C:5]#[C:6][C:7]1=[CH:8][c:9]2[c:10]([cH:19][cH:20][cH:21][cH:22]2)[S:11][c:12]2[c:13]1[cH:14][c:15]([Cl:18])[cH:16][cH:17]2.[CH:34]([Cl:35])([Cl:36])[Cl:37].[Cl:23][c:24]1[cH:25][cH:26][cH:27][c:28]([C:29]([O:30][OH:32])=[O:31])[cH:33]1>>[CH3:1][N+:2]([CH3:3])([CH2:4][C:5]#[C:6][C:7]1=[CH:8][c:9]2[c:10]([cH:19][cH:20][cH:21][cH:22]2)[S:11][c:12]2[c:13]1[cH:14][c:15]([Cl:18])[cH:16][cH:17]2)[O-:31].